describe an organic reaction: reactants, conditions, products, and yield From a dataset of the Open Reaction Database (ORD), a public repository of structured organic reaction records. The reactants are ClC1=CC(=C(C=C1OC(=O)OC)[N+](=O)[O-])F (4-Chloro-5-methoxycarbonyloxy-2-fluoronitrobenzene). Reagents/catalysts: [Pd] (palladium-on-charcoal), [Pd] (palladium-on-charcoal). Run in C(C)O (ethanol). Conditions: time 3 hour. Yields the product FC1=C(N)C=C(C=C1)OC(=O)OC (2-fluoro-5-methoxycarbonyloxyaniline). The yield is 47.3%. RXN SMILES: Cl[C:2]1[C:7]([O:8][C:9]([O:11][CH3:12])=[O:10])=[CH:6][C:5]([N+:13]([O-])=O)=[C:4]([F:16])[CH:3]=1>[Pd].C(O)C>[F:16][C:4]1[CH:3]=[CH:2][C:7]([O:8][C:9]([O:11][CH3:12])=[O:10])=[CH:6][C:5]=1[NH2:13]. Procedure details: 4-Chloro-5-methoxycarbonyloxy-2-fluoronitrobenzene (1.2 g, 4.8 mmol), (as described in EP 61741 A2), and 10% palladium-on-charcoal catalyst (500 mg) in ethanol (100 ml) was stirred under hydrogen at 1 atmosphere pressure for 18 hours. A further batch of 10% palladium-on-charcoal catalyst (500 mg) was added and the mixture stirred under hydrogen for a further 3 hours. The catalyst was removed by filtration through diatomaceous earth and the solvent removed from the filtrate by evaporation. The re... The product is CC(C)(C)[Si](C)(C)OC1CCOc2c(CN3CCCCC3)cccc21. Reaction SMILES: [C:1]([CH3:2])([CH3:3])([CH3:4])[Si:5]([O:6][CH:7]1[CH2:8][CH2:9][O:10][c:11]2[c:12]([CH:17]=[O:18])[cH:13][cH:14][cH:15][c:16]21)([CH3:19])[CH3:20].[CH2:21]1[CH2:22][CH2:23][NH:24][CH2:25][CH2:26]1.[Cl:27][CH:28]([Cl:29])[CH3:30]>>[C:1]([CH3:2])([CH3:3])([CH3:4])[Si:5]([O:6][CH:7]1[CH2:8][CH2:9][O:10][c:11]2[c:12]([CH2:17][N:24]3[CH2:23][CH2:22][CH2:21][CH2:26][CH2:25]3)[cH:13][cH:14][cH:15][c:16]21)([CH3:19])[CH3:20]. Starting materials: CC(C)(C)[Si](C)(C)OC1CCOc2c(C=O)cccc21, C1CCNCC1, CC(Cl)Cl. Reactants: CCC1c2nccnc2C=CN1C(=O)Oc1ccccc1, CCOC(C)=O. The product is CCC1c2nccnc2CCN1C(=O)Oc1ccccc1. RXN SMILES: [CH2:1]([CH3:2])[CH:3]1[N:4]([C:13](=[O:14])[O:15][c:16]2[cH:17][cH:18][cH:19][cH:20][cH:21]2)[CH:5]=[CH:6][c:7]2[c:8]1[n:9][cH:10][cH:11][n:12]2.[CH3:22][CH2:23][O:24][C:25](=[O:26])[CH3:27]>>[CH2:1]([CH3:2])[CH:3]1[N:4]([C:13](=[O:14])[O:15][c:16]2[cH:17][cH:18][cH:19][cH:20][cH:21]2)[CH2:5][CH2:6][c:7]2[c:8]1[n:9][cH:10][cH:11][n:12]2. Reactants: [F-].[K+] (potassium fluoride), COC=1C=C2C(=CN(C2=CC1)CCCCI)C=O (5-methoxy-1-(4-iodobutyl)indole-3-carboxaldehyde), N(=NC1(CCCCC1)C#N)C1(CCCCC1)C#N (1,1′-azobis(cyclohexanecarbonitrile)), C(CCC)[SnH](CCCC)CCCC (tri-n-butyltin hydride). Solvent: O (water), C1(=CC=CC=C1)C (toluene), C1(=CC=CC=C1)C (toluene). Run at time 3 hour. The product is COC=1C=C2C(=C3N(C2=CC1)CCCC3)C=O (2-Methoxy-6,7,8,9-tetrahydro-pyrido[1,2-a]indole-10-carboxaldehyde). RXN SMILES: [CH3:1][O:2][C:3]1[CH:4]=[C:5]2[C:9](=[CH:10][CH:11]=1)[N:8]([CH2:12][CH2:13][CH2:14][CH2:15]I)[CH:7]=[C:6]2[CH:17]=[O:18].N(C1(C#N)CCCCC1)=NC1(C#N)CCCCC1.C([SnH](CCCC)CCCC)CCC.[F-].[K+]>C1(C)C=CC=CC=1.O>[CH3:1][O:2][C:3]1[CH:4]=[C:5]2[C:9](=[CH:10][CH:11]=1)[N:8]1[CH2:12][CH2:13][CH2:14][CH2:15][C:7]1=[C:6]2[CH:17]=[O:18] |f:3.4|. Procedure: To a stirred solution of 5-methoxy-1-(4-iodobutyl)indole-3-carboxaldehyde in toluene at reflux under argon is added dropwise over 2 h a solution of 1,1′-azobis(cyclohexanecarbonitrile) and tri-n-butyltin hydride in toluene. The mixture is stirred for 3 h, cooled to room temperature, and potassium fluoride and water are added. The mixture is stirred for 18 h and filtered through a pad of kieselguhr. The filter-cake is washed (ethyl acetate) and the filtrate is concentrated in vacuo and purified b... Reactants: F[B-](F)(F)F, C1COCCN1, Cc1[nH]c(=O)c2c(ccc3nc(Nc4c(Cl)cccc4Cl)n(C)c32)c1CC(=O)O, CN(C)C=O, O, CN(C)C(On1nnc2ccccc21)=[N+](C)C. Product: Cc1[nH]c(=O)c2c(ccc3nc(Nc4c(Cl)cccc4Cl)n(C)c32)c1CC(=O)N1CCOCC1. RXN SMILES: [B-:30]([F:31])([F:32])([F:33])[F:34].[CH2:52]1[CH2:53][O:54][CH2:55][CH2:56][NH:57]1.[Cl:1][c:2]1[c:3]([NH:9][c:10]2[n:11]([CH3:29])[c:12]3[c:13]([cH:14][cH:15][c:16]4[c:17]([CH2:24][C:25](=[O:26])[OH:27])[c:18]([CH3:23])[nH:19][c:20](=[O:22])[c:21]34)[n:28]2)[c:4]([Cl:8])[cH:5][cH:6][cH:7]1.[O:59]=[CH:60][N:61]([CH3:62])[CH3:63].[OH2:58].[n:35]1([O:36][C:37]([N:38]([CH3:39])[CH3:40])=[N+:41]([CH3:42])[CH3:43])[c:44]2[cH:45][cH:46][cH:47][cH:48][c:49]2[n:50][n:51]1>>[Cl:1][c:2]1[c:3]([NH:9][c:10]2[n:11]([CH3:29])[c:12]3[c:13]([cH:14][cH:15][c:16]4[c:17]([CH2:24][C:25](=[O:26])[N:57]5[CH2:52][CH2:53][O:54][CH2:55][CH2:56]5)[c:18]([CH3:23])[nH:19][c:20](=[O:22])[c:21]34)[n:28]2)[c:4]([Cl:8])[cH:5][cH:6][cH:7]1. Reactants: COC(=O)COc1ccc(F)c2nc(OC(F)F)c(Cc3ccc(F)cc3)c(C)c12, CO, [Li+], C1CCOC1, [OH-], O. Product: Cc1c(Cc2ccc(F)cc2)c(OC(F)F)nc2c(F)ccc(OCC(=O)O)c12. Reaction SMILES: [CH3:1][O:2][C:3]([CH2:4][O:5][c:6]1[c:7]2[c:8]([CH3:29])[c:9]([CH2:21][c:22]3[cH:23][cH:24][c:25]([F:28])[cH:26][cH:27]3)[c:10]([O:17][CH:18]([F:19])[F:20])[n:11][c:12]2[c:13]([F:16])[cH:14][cH:15]1)=[O:30].[CH3:36][OH:37].[Li+:38].[O:31]1[CH2:32][CH2:33][CH2:34][CH2:35]1.[OH-:39].[OH2:40]>>[O:2]=[C:3]([CH2:4][O:5][c:6]1[c:7]2[c:8]([CH3:29])[c:9]([CH2:21][c:22]3[cH:23][cH:24][c:25]([F:28])[cH:26][cH:27]3)[c:10]([O:17][CH:18]([F:19])[F:20])[n:11][c:12]2[c:13]([F:16])[cH:14][cH:15]1)[OH:30]. Reactants: O=C1CCC(=O)N1Br, O=C(OOC(=O)c1ccccc1)c1ccccc1, ClC(Cl)(Cl)Cl, Cc1cccc(C(=O)c2cccs2)c1Cl. Yields the product O=C(c1cccs1)c1cccc(CBr)c1Cl. As a reaction SMILES: [Br:16][N:17]1[C:18](=[O:19])[CH2:20][CH2:21][C:22]1=[O:23].[C:24]([O:25][O:26][C:27](=[O:28])[c:29]1[cH:30][cH:31][cH:32][cH:33][cH:34]1)(=[O:35])[c:36]1[cH:37][cH:38][cH:39][cH:40][cH:41]1.[C:42]([Cl:43])([Cl:44])([Cl:45])[Cl:46].[s:1]1[c:2]([C:6](=[O:7])[c:8]2[c:9]([Cl:15])[c:10]([CH3:14])[cH:11][cH:12][cH:13]2)[cH:3][cH:4][cH:5]1>>[s:1]1[c:2]([C:6](=[O:7])[c:8]2[c:9]([Cl:15])[c:10]([CH2:14][Br:16])[cH:11][cH:12][cH:13]2)[cH:3][cH:4][cH:5]1.